Dataset: the Open Reaction Database (ORD), a public repository of structured organic reaction records. Task: describe an organic reaction: reactants, conditions, products, and yield Yields the product CCOC(=O)c1cccc2cc(-c3ccc(O)cc3C)sc12. The reactants are Cc1cc(O)ccc1Br, O=C([O-])[O-], CCOC(=O)c1cccc2cc(B3OC(C)(C)C(C)(C)O3)sc12, CCOC(C)=O, Cl, [Cs+], [Cs+], CC(=O)[O-], CC(=O)[O-], CN(C)C=O, [Pd+2]. RXN SMILES: [Br:24][c:25]1[c:26]([CH3:32])[cH:27][c:28]([OH:31])[cH:29][cH:30]1.[C:33](=[O:34])([O-:35])[O-:36].[CH2:1]([CH3:2])[O:3][C:4](=[O:5])[c:6]1[cH:7][cH:8][cH:9][c:10]2[c:11]1[s:12][c:13]([B:15]1[O:16][C:17]([CH3:18])([CH3:19])[C:20]([CH3:21])([CH3:22])[O:23]1)[cH:14]2.[CH3:54][CH2:55][O:56][C:57](=[O:58])[CH3:59].[ClH:39].[Cs+:37].[Cs+:38].[O-:46][C:47]([CH3:48])=[O:49].[O-:50][C:51]([CH3:52])=[O:53].[O:40]=[CH:41][N:42]([CH3:43])[CH3:44].[Pd+2:45]>>[CH2:1]([CH3:2])[O:3][C:4](=[O:5])[c:6]1[cH:7][cH:8][cH:9][c:10]2[c:11]1[s:12][c:13](-[c:25]1[c:26]([CH3:32])[cH:27][c:28]([OH:31])[cH:29][cH:30]1)[cH:14]2. Starting materials: CN(C)C=NC(=O)C(CC(C(CC1=CC=CC=C1)NC(=O)C1=NC2=CC=CC=C2N=C1)OC(C)=O)CCC(C)(C)F (acetic acid 3-(dimethylaminomethylene-carbamoyl)-6-fluoro-6-methyl-1-{2-phenyl-1-[(quinoxaline-2-carbonyl)-amino]-ethyl}-heptyl ester), NN (hydrazine), C([O-])(O)=O.[Na+] (sodium bicarbonate). The solvent is C(C)(=O)OCC (ethyl acetate), C(C)(=O)O (acetic acid). Conditions: temperature 50 celsius. Yields the product FC(CCC(CC(C(CC1=CC=CC=C1)NC(=O)C1=NC2=CC=CC=C2N=C1)OC(C)=O)C1=NN=CN1)(C)C (Acetic acid 6-fluoro-6-methyl-1-{2-phenyl-1-[(quinoxaline-2-carbonyl)-amino]-ethyl}-3-(4H-[1,2,4]triazol-3-yl)-heptyl ester). Isolated yield 100.0%. RXN SMILES: C[N:2]([CH:4]=[N:5][C:6]([CH:8]([CH2:36][CH2:37][C:38]([F:41])([CH3:40])[CH3:39])[CH2:9][CH:10]([O:32][C:33](=[O:35])[CH3:34])[CH:11]([NH:19][C:20]([C:22]1[CH:31]=[N:30][C:29]2[C:24](=[CH:25][CH:26]=[CH:27][CH:28]=2)[N:23]=1)=[O:21])[CH2:12][C:13]1[CH:18]=[CH:17][CH:16]=[CH:15][CH:14]=1)=O)C.[NH2:42]N.C(=O)(O)[O-].[Na+]>C(O)(=O)C.C(OCC)(=O)C>[F:41][C:38]([CH3:39])([CH3:40])[CH2:37][CH2:36][CH:8]([C:6]1[NH:5][CH:4]=[N:2][N:42]=1)[CH2:9][CH:10]([O:32][C:33](=[O:35])[CH3:34])[CH:11]([NH:19][C:20]([C:22]1[CH:31]=[N:30][C:29]2[C:24](=[CH:25][CH:26]=[CH:27][CH:28]=2)[N:23]=1)=[O:21])[CH2:12][C:13]1[CH:18]=[CH:17][CH:16]=[CH:15][CH:14]=1 |f:2.3|. Procedure: To a solution of acetic acid 3-(dimethylaminomethylene-carbamoyl)-6-fluoro-6-methyl-1-{2-phenyl-1-[(quinoxaline-2-carbonyl)-amino]-ethyl}-heptyl ester (580 mg, 1.03 mmol) in acetic acid (2.5 mL) was added hydrazine (35 wt. % in water, 0.040 mL). The resulting solution was heated to 50° C. for 4 hours, cooled to ambient temperature, diluted with ethyl acetate, and neutralized with saturated aqueous sodium bicarbonate. The organic later was dried over sodium sulfate, filtered, and concentrated to ... Starting materials: O=C([O-])[O-], CC#N, O=C(c1cnc(Cl)c(Cl)c1)N1CCCC1, [Cs+], [Cs+], Cc1cnc(NC(=O)c2cc(O)cc(OC(C)C)c2)cn1. Yields the product Cc1cnc(NC(=O)c2cc(Oc3ncc(C(=O)N4CCCC4)cc3Cl)cc(OC(C)C)c2)cn1. Reaction SMILES: [C:1](=[O:2])([O-:3])[O-:4].[CH3:43][C:44]#[N:45].[Cl:28][c:29]1[n:30][cH:31][c:32]([C:36](=[O:37])[N:38]2[CH2:39][CH2:40][CH2:41][CH2:42]2)[cH:33][c:34]1[Cl:35].[Cs+:5].[Cs+:6].[OH:7][c:8]1[cH:9][c:10]([C:11](=[O:12])[NH:13][c:14]2[n:15][cH:16][c:17]([CH3:20])[n:18][cH:19]2)[cH:21][c:22]([O:24][CH:25]([CH3:26])[CH3:27])[cH:23]1>>[O:7]([c:8]1[cH:9][c:10]([C:11](=[O:12])[NH:13][c:14]2[n:15][cH:16][c:17]([CH3:20])[n:18][cH:19]2)[cH:21][c:22]([O:24][CH:25]([CH3:26])[CH3:27])[cH:23]1)[c:29]1[n:30][cH:31][c:32]([C:36](=[O:37])[N:38]2[CH2:39][CH2:40][CH2:41][CH2:42]2)[cH:33][c:34]1[Cl:35]. Starting materials: C(C)(C)(C)OC(=O)N1C=C(C=2C1=C(N=CC2C(=O)N2CCOCC2)Cl)C (7-chloro-3-methyl-4-(1-morpholin-4-yl-methanoyl)-pyrrolo[2,3-c]pyridine-1-carboxylic acid tert-butyl ester), COC=1C(=CC=CC1)N (o-anisidine), CS(=O)(=O)O (methanesulfonic acid). The solvent is O1CCOCC1 (1,4-dioxane), CO (methanol). Conditions: temperature 180 celsius. Product: Cl.COC1=C(C=CC=C1)NC=1N=CC(=C2C1NC=C2C)C(=O)N2CCOCC2 (1-[7-(2-Methoxy-phenylamino)-3-methyl-1H-pyrrolo[2,3-c]pyridin-4-yl]-1-morpholin-4-yl-methanone hydrochloride salt). As a reaction SMILES: C(OC([N:8]1[C:12]2=[C:13]([Cl:25])[N:14]=[CH:15][C:16]([C:17]([N:19]3[CH2:24][CH2:23][O:22][CH2:21][CH2:20]3)=[O:18])=[C:11]2[C:10]([CH3:26])=[CH:9]1)=O)(C)(C)C.[CH3:27][O:28][C:29]1[C:30]([NH2:35])=[CH:31][CH:32]=[CH:33][CH:34]=1.CS(O)(=O)=O>O1CCOCC1.CO>[ClH:25].[CH3:27][O:28][C:29]1[CH:34]=[CH:33][CH:32]=[CH:31][C:30]=1[NH:35][C:13]1[N:14]=[CH:15][C:16]([C:17]([N:19]2[CH2:20][CH2:21][O:22][CH2:23][CH2:24]2)=[O:18])=[C:11]2[C:10]([CH3:26])=[CH:9][NH:8][C:12]=12 |f:5.6|. Procedure: A mixture of 7-chloro-3-methyl-4-(1-morpholin-4-yl-methanoyl)-pyrrolo[2,3-c]pyridine-1-carboxylic acid tert-butyl ester (120 mg), o-anisidine (71 ul), and methanesulfonic acid (41 μl) in 1,4-dioxane (2 ml) was heated under microwave conditions at 180° C. for 30 minutes. The solid mass obtained was dissolved in methanol, transferred to a round bottom flask and evaporated. The residue was dissolved in dichloromethane (40 ml) and washed with 5% sodium hydrogen carbonate solution (2×10 ml) and water... Starting materials: O=C1C(CCC=2SC=CC21)CC=O ((4-oxo-4,5,6,7-tetrahydrobenzo[b]thiophen-5-yl)acetaldehyde), C(C)(=O)NCCN (N-acetylethylenediamine), C12(C(=O)CC(CC1)C2(C)C)CS(=O)(=O)O (camphorsulfonic acid). Solvent: C1(=CC=CC=C1)C (toluene). The product is N1(C=CC2=CC=C3C(=C12)C=CS3)CCNC(C)=O (N-[2-(1H-thieno[2,3-g]indol-1-yl)ethyl]acetamide). As a reaction SMILES: O=[C:2]1[C:10]2[CH:9]=[CH:8][S:7][C:6]=2[CH2:5][CH2:4][CH:3]1[CH2:11][CH:12]=O.[C:14]([NH:17][CH2:18][CH2:19][NH2:20])(=[O:16])[CH3:15].C12(CS(O)(=O)=O)C(C)(C)C(CC1)CC2=O>C1(C)C=CC=CC=1>[N:20]1([CH2:19][CH2:18][NH:17][C:14](=[O:16])[CH3:15])[C:2]2[C:3](=[CH:4][CH:5]=[C:6]3[S:7][CH:8]=[CH:9][C:10]3=2)[CH:11]=[CH:12]1. Reported procedure: A 4.20 g of sodium periodate was added gradually to a mixture of 1.80 g of 5-allyl-4-oxo-4,5,6,7-tetrahydrobenzo[b]thiophene, 25 mg of osmium tetraoxide, 15 ml of water and 45 ml of dioxane, while keeping the reaction mixture at 24 to 26° C., and then the mixture was stirred at room temperature for 3 hours. After extraction of the reaction mixture with ethyl acetate, the organic layers were combined, washed with 2% sodium thiosulfate aqueous solution, water and brine in that order and then dried... The reactants are C(C)OC(OC=1C(NC(C1C1=C(C=CC(=C1)C)C)=O)CC1CCSCC1)=O (carbonic acid 4-(2,5-dimethyl-phenyl)-5-oxo-2-(tetrahydro-thiopyran-4-ylmethyl)-2,5-dihydro-1H-pyrrol-3-yl ester ethyl ester), NC#N (NH2CN), C(C)(=O)OI(OC(C)=O)C1=CC=CC=C1 ((diacetoxyiodo)benzene), MgO. The reagents and catalysts are C(C)(=O)[O-].[Rh+3].C(C)(=O)[O-].C(C)(=O)[O-] (rhodium acetate). Solvent: C(Cl)Cl (CH2Cl2). Reaction conditions: time 2 hour. Product: C(C)OC(OC=1C(NC(C1C1=C(C=CC(=C1)C)C)=O)CC1CCS(CC1)=NC#N)=O (carbonic acid 2-(1-cyanoimino-hexahydro-1λ4-thiopyran-4-ylmethyl)-4-(2,5-dimethyl-phenyl)-5-oxo-2,5-dihydro-1H-pyrrol-3-yl ester ethyl ester). As a reaction SMILES: [CH2:1]([O:3][C:4](=[O:27])[O:5][C:6]1[CH:7]([CH2:20][CH:21]2[CH2:26][CH2:25][S:24][CH2:23][CH2:22]2)[NH:8][C:9](=[O:19])[C:10]=1[C:11]1[CH:16]=[C:15]([CH3:17])[CH:14]=[CH:13][C:12]=1[CH3:18])[CH3:2].[NH2:28][C:29]#[N:30].C(OI(C1C=CC=CC=1)OC(=O)C)(=O)C>C(Cl)Cl.C([O-])(=O)C.[Rh+3].C([O-])(=O)C.C([O-])(=O)C>[CH2:1]([O:3][C:4](=[O:27])[O:5][C:6]1[CH:7]([CH2:20][CH:21]2[CH2:26][CH2:25][S:24](=[N:30][C:29]#[N:28])[CH2:23][CH2:22]2)[NH:8][C:9](=[O:19])[C:10]=1[C:11]1[CH:16]=[C:15]([CH3:17])[CH:14]=[CH:13][C:12]=1[CH3:18])[CH3:2] |f:4.5.6.7|. Reported procedure: A mixture of carbonic acid 4-(2,5-dimethyl-phenyl)-5-oxo-2-(tetrahydro-thiopyran-4-ylmethyl)-2,5-dihydro-1H-pyrrol-3-yl ester ethyl ester (compound P1.2) (184 mg, 0.47 mmol), NH2CN (40 mg, 0.95 mmol), (diacetoxyiodo)benzene (247 mg, 0.76 mmol), MgO (75 mg, 1.87 mmol) and rhodium acetate (10 mg, 0.02 mmol) in 10 ml of CH2Cl2 was stirred at room temperature for 2 h. Then, the mixture was filtered and the filtrate was concentrated under vacuum. The residue was purified by chromatography on silica g...